Dataset: the Open Reaction Database (ORD), a public repository of structured organic reaction records. Task: describe an organic reaction: reactants, conditions, products, and yield The reactants are NC1=CC(=C(C=C1)[C@@H]1CN(CCO1)C(=O)OC(C)(C)C)F ((R)-tert-Butyl 2-(4-amino-2-fluorophenyl)morpholine-4-carboxylate), ClC1=NC=C(C=N1)C1CC1 (2-chloro-5-cyclopropylpyrimidine), C([O-])([O-])=O.[Cs+].[Cs+] (cesium carbonate). The solvent is O1CCOCC1 (dioxane). Reaction conditions: temperature 120 celsius, time 3 hour. The product is C1(CC1)C=1C=NC(=NC1)NC1=CC(=C(C=C1)[C@@H]1CN(CCO1)C(=O)OC(C)(C)C)F ((R)-tert-butyl 2-(4-(5-cyclopropylpyrimidin-2-ylamino)-2-fluorophenyl)morpholine-4-carboxylate). Yield: 42.9%. As a reaction SMILES: [NH2:1][C:2]1[CH:7]=[CH:6][C:5]([C@H:8]2[O:13][CH2:12][CH2:11][N:10]([C:14]([O:16][C:17]([CH3:20])([CH3:19])[CH3:18])=[O:15])[CH2:9]2)=[C:4]([F:21])[CH:3]=1.Cl[C:23]1[N:28]=[CH:27][C:26]([CH:29]2[CH2:31][CH2:30]2)=[CH:25][N:24]=1.C(=O)([O-])[O-].[Cs+].[Cs+]>O1CCOCC1>[CH:29]1([C:26]2[CH:25]=[N:24][C:23]([NH:1][C:2]3[CH:7]=[CH:6][C:5]([C@H:8]4[O:13][CH2:12][CH2:11][N:10]([C:14]([O:16][C:17]([CH3:18])([CH3:20])[CH3:19])=[O:15])[CH2:9]4)=[C:4]([F:21])[CH:3]=3)=[N:28][CH:27]=2)[CH2:31][CH2:30]1 |f:2.3.4|. Procedure details: (R)-tert-Butyl 2-(4-amino-2-fluorophenyl)morpholine-4-carboxylate (300 mg), 2-chloro-5-cyclopropylpyrimidine (188 mg, CAS 166740-44-9) and cesium carbonate (495 mg) were combined with dioxane (8 ml) to give a yellow suspension. The mixture was degassed by bubbling argon into the mixture for several minutes. Xantphos (35.1 mg) and tris(dibenzylideneacetone)dipalladium chloroform complex (31.4 mg) were then added. The reaction mixture was then capped and stirred at 120° C. for 3 hours. The crude r... Reactants: CC1=C(C=CC=C1)CCCN1CCNCC1 (1-[3-(o-methylphenyl)propyl]piperazine), O1C(=CC=C1)C(=O)Cl (2-furoyl chloride). Run in C1=CC=CC=C1 (benzene). The product is Cl.CC1=C(C=CC=C1)CCCN1CCN(CC1)C(=O)C=1OC=CC1 (1-[3-(o-Methylphenyl)propyl]-4-(2-furoyl)piperazine hydrochloride). As a reaction SMILES: [CH3:1][C:2]1[CH:7]=[CH:6][CH:5]=[CH:4][C:3]=1[CH2:8][CH2:9][CH2:10][N:11]1[CH2:16][CH2:15][NH:14][CH2:13][CH2:12]1.[O:17]1[CH:21]=[CH:20][CH:19]=[C:18]1[C:22]([Cl:24])=[O:23]>C1C=CC=CC=1>[ClH:24].[CH3:1][C:2]1[CH:7]=[CH:6][CH:5]=[CH:4][C:3]=1[CH2:8][CH2:9][CH2:10][N:11]1[CH2:12][CH2:13][N:14]([C:22]([C:18]2[O:17][CH:21]=[CH:20][CH:19]=2)=[O:23])[CH2:15][CH2:16]1 |f:3.4|. Reported procedure: The compound was obtained by following the same process as in Example 2 from a mixture of 1-[3-(o-methylphenyl)propyl]piperazine [b.p. 135° - 136°C (2 mmHg), dihydrochloride, m.p. 240° - 245°C], 2-furoyl chloride and benzene. Reaction SMILES: [CH3:38][CH:39]([OH:40])[CH2:41][CH3:42].[CH:29]([N:30]([CH:31]([CH3:32])[CH3:33])[CH2:34][CH3:35])([CH3:36])[CH3:37].[Cl:14][c:15]1[c:16]([CH2:17][N:18]2[CH2:19][CH2:20][NH:21][CH2:22][CH2:23]2)[c:24]([F:28])[cH:25][cH:26][cH:27]1.[N:1]1([c:7]2[cH:8][c:9](=[O:13])[nH:10][cH:11][n:12]2)[CH2:2][CH2:3][NH:4][CH2:5][CH2:6]1>>[N:1]1([c:7]2[cH:8][c:9](=[O:13])[nH:10][cH:11][n:12]2)[CH2:2][CH2:3][N:4]([CH2:17][c:16]2[c:15]([Cl:14])[cH:27][cH:26][cH:25][c:24]2[F:28])[CH2:5][CH2:6]1. The reactants are CCC(C)O, CCN(C(C)C)C(C)C, Fc1cccc(Cl)c1CN1CCNCC1, O=c1cc(N2CCNCC2)nc[nH]1. Yields the product O=c1cc(N2CCN(Cc3c(F)cccc3Cl)CC2)nc[nH]1. Starting materials: O=C(N=C=S)c1ccccc1, ClCCl, Nc1ccccc1-c1ccccc1F. The product is O=C(NC(=S)Nc1ccccc1-c1ccccc1F)c1ccccc1. RXN SMILES: [C:15]([c:16]1[cH:17][cH:18][cH:19][cH:20][cH:21]1)(=[O:22])[N:23]=[C:24]=[S:25].[Cl:26][CH2:27][Cl:28].[NH2:1][c:2]1[c:3](-[c:8]2[c:9]([F:14])[cH:10][cH:11][cH:12][cH:13]2)[cH:4][cH:5][cH:6][cH:7]1>>[NH:1]([c:2]1[c:3](-[c:8]2[c:9]([F:14])[cH:10][cH:11][cH:12][cH:13]2)[cH:4][cH:5][cH:6][cH:7]1)[C:24]([NH:23][C:15]([c:16]1[cH:17][cH:18][cH:19][cH:20][cH:21]1)=[O:22])=[S:25]. Reactants: ClC=1C=C(C=CC1S(=O)(=O)C1=CC=CC=C1)C1=CC=C(C=N1)[C@@](C(F)(F)F)(C)O ((2R)-2-(6-(3-chloro-4-(phenylsulfonyl)phenyl)-3-pyridinyl)-1,1,1-trifluoro-2-propanol), C=1N=C(C2=C(N1)N(C=N2)[C@H]3[C@@H]([C@@H]([C@H](O3)COP(=O)(O)OP(=O)(O)OC[C@@H]4[C@H]([C@H]([C@@H](O4)N5C=CCC(=C5)C(=O)N)O)O)O)OP(=O)(O)O)N (NADPH). Product: ClC=1C=C(C=CC1S(=O)(=O)C1=CC=CC=C1)C1=CC=C(C=N1)[C@](C(F)(F)F)(C)O ((2S)-2-(6-(3-chloro-4-(phenylsulfonyl)phenyl)-3-pyridinyl)-1,1,1-trifluoro-2-propanol). As a reaction SMILES: [Cl:1][C:2]1[CH:3]=[C:4]([C:17]2[N:22]=[CH:21][C:20]([C@:23]([OH:29])([CH3:28])[C:24]([F:27])([F:26])[F:25])=[CH:19][CH:18]=2)[CH:5]=[CH:6][C:7]=1[S:8]([C:11]1[CH:16]=[CH:15][CH:14]=[CH:13][CH:12]=1)(=[O:10])=[O:9].C1N=C(N)C2N=CN([C@@H]3O[C@H](COP(OP(OC[C@H]4O[C@@H](N5C=C(C(N)=O)CC=C5)[C@H](O)[C@@H]4O)(O)=O)(O)=O)[C@@H](O)[C@H]3OP(O)(O)=O)C=2N=1>>[Cl:1][C:2]1[CH:3]=[C:4]([C:17]2[N:22]=[CH:21][C:20]([C@@:23]([OH:29])([CH3:28])[C:24]([F:26])([F:27])[F:25])=[CH:19][CH:18]=2)[CH:5]=[CH:6][C:7]=1[S:8]([C:11]1[CH:12]=[CH:13][CH:14]=[CH:15][CH:16]=1)(=[O:9])=[O:10]. Procedure details: (2R)-2-(6-(3-chloro-4-(phenylsulfonyl)phenyl)-3-pyridinyl)-1,1,1-trifluoro-2-propanol. 1H NMR (400 MHz, CD3OD) δ 8.95-8.88 (m, 1H), 8.46 (d, J=8.0 Hz, 1H), 8.31-8.21 (m, 2H), 8.19-8.11 (m, 1H), 8.06-7.95 (m, 3H), 7.74-7.66 (m, 1H), 7.62 (s, 2H), 1.81 (s, 3H). m/z (ESI, +ve ion) 441.8 (M+H)+. GK-GKRP EC50 (NADPH-coupled)=3.75 μM; GK-GKRP EC50 (LC MS/MS)=3.57 μM. The reactants are COC(=O)c1ccc(OCc2ccc(S(C)(=O)=O)cc2)cc1F, CC1CCCN1CC1CCCN1. The product is CC1CCCN1CC1CCCN1C(=O)c1ccc(OCc2ccc(S(C)(=O)=O)cc2)cc1F. Reaction SMILES: [CH3:1][O:2][C:3]([c:4]1[c:5]([F:22])[cH:6][c:7]([O:10][CH2:11][c:12]2[cH:13][cH:14][c:15]([S:18](=[O:19])(=[O:20])[CH3:21])[cH:16][cH:17]2)[cH:8][cH:9]1)=[O:23].[CH3:24][CH:25]1[N:26]([CH2:30][CH:31]2[NH:32][CH2:33][CH2:34][CH2:35]2)[CH2:27][CH2:28][CH2:29]1>>[C:3]([c:4]1[c:5]([F:22])[cH:6][c:7]([O:10][CH2:11][c:12]2[cH:13][cH:14][c:15]([S:18](=[O:19])(=[O:20])[CH3:21])[cH:16][cH:17]2)[cH:8][cH:9]1)(=[O:23])[N:32]1[CH:31]([CH2:30][N:26]2[CH:25]([CH3:24])[CH2:29][CH2:28][CH2:27]2)[CH2:35][CH2:34][CH2:33]1.